describe an organic reaction: reactants, conditions, products, and yield From a dataset of the Open Reaction Database (ORD), a public repository of structured organic reaction records. Starting materials: O=C([O-])[O-], COCCCCCCOc1ccc(N2CCNCC2)cc1, CS(C)=O, CCOC(=O)c1ccc(F)cc1, [K+], [K+], O. Yields the product CCOC(=O)c1ccc(N2CCN(c3ccc(OCCCCCCOC)cc3)CC2)cc1. RXN SMILES: [C:34](=[O:35])([O-:36])[O-:37].[CH3:13][O:14][CH2:15][CH2:16][CH2:17][CH2:18][CH2:19][CH2:20][O:21][c:22]1[cH:23][cH:24][c:25]([N:28]2[CH2:29][CH2:30][NH:31][CH2:32][CH2:33]2)[cH:26][cH:27]1.[CH3:41][S:42]([CH3:43])=[O:44].[F:1][c:2]1[cH:3][cH:4][c:5]([C:6](=[O:7])[O:8][CH2:9][CH3:10])[cH:11][cH:12]1.[K+:38].[K+:39].[OH2:40]>>[c:2]1([N:31]2[CH2:30][CH2:29][N:28]([c:25]3[cH:24][cH:23][c:22]([O:21][CH2:20][CH2:19][CH2:18][CH2:17][CH2:16][CH2:15][O:14][CH3:13])[cH:27][cH:26]3)[CH2:33][CH2:32]2)[cH:3][cH:4][c:5]([C:6](=[O:7])[O:8][CH2:9][CH3:10])[cH:11][cH:12]1. The reactants are O=C(c1ncc(Br)cn1)N1CCN(S(=O)(=O)c2cc3cc(Cl)ccc3[nH]2)CC1, CCOC(C)=O, CN(C)C=O, N, c1ccc(P(c2ccccc2)(c2ccccc2)[Pd](P(c2ccccc2)(c2ccccc2)c2ccccc2)(P(c2ccccc2)(c2ccccc2)c2ccccc2)P(c2ccccc2)(c2ccccc2)c2ccccc2)cc1, CCCC[Sn](CCCC)(CCCC)c1ccccn1. RXN SMILES: [Br:1][c:2]1[cH:3][n:4][c:5]([C:8](=[O:9])[N:10]2[CH2:11][CH2:12][N:13]([S:16](=[O:17])(=[O:18])[c:19]3[nH:20][c:21]4[cH:22][cH:23][c:24]([Cl:28])[cH:25][c:26]4[cH:27]3)[CH2:14][CH2:15]2)[n:6][cH:7]1.[CH3:48][CH2:49][O:50][C:51](=[O:52])[CH3:53].[CH3:55][N:56]([CH3:57])[CH:58]=[O:59].[NH3:54].[cH:60]1[cH:61][cH:62][c:63]([P:64]([Pd:65]([P:66]([c:67]2[cH:68][cH:69][cH:70][cH:71][cH:72]2)([c:73]2[cH:74][cH:75][cH:76][cH:77][cH:78]2)[c:79]2[cH:80][cH:81][cH:82][cH:83][cH:84]2)([P:85]([c:86]2[cH:87][cH:88][cH:89][cH:90][cH:91]2)([c:92]2[cH:93][cH:94][cH:95][cH:96][cH:97]2)[c:98]2[cH:99][cH:100][cH:101][cH:102][cH:103]2)[P:104]([c:105]2[cH:106][cH:107][cH:108][cH:109][cH:110]2)([c:111]2[cH:112][cH:113][cH:114][cH:115][cH:116]2)[c:117]2[cH:118][cH:119][cH:120][cH:121][cH:122]2)([c:123]2[cH:124][cH:125][cH:126][cH:127][cH:128]2)[c:129]2[cH:130][cH:131][cH:132][cH:133][cH:134]2)[cH:135][cH:136]1.[n:29]1[c:30]([Sn:35]([CH2:36][CH2:37][CH2:38][CH3:39])([CH2:40][CH2:41][CH2:42][CH3:43])[CH2:44][CH2:45][CH2:46][CH3:47])[cH:31][cH:32][cH:33][cH:34]1>>[c:2]1(-[c:30]2[n:29][cH:34][cH:33][cH:32][cH:31]2)[cH:3][n:4][c:5]([C:8](=[O:9])[N:10]2[CH2:11][CH2:12][N:13]([S:16](=[O:17])(=[O:18])[c:19]3[nH:20][c:21]4[cH:22][cH:23][c:24]([Cl:28])[cH:25][c:26]4[cH:27]3)[CH2:14][CH2:15]2)[n:6][cH:7]1. The product is O=C(c1ncc(-c2ccccn2)cn1)N1CCN(S(=O)(=O)c2cc3cc(Cl)ccc3[nH]2)CC1. The reactants are OC1CN(CC1)C(=O)C1=C(C=CC(=C1)S(=O)(=O)C)OC(C)C (rac-(3-hydroxy-pyrrolidin-1-yl)-(2-isopropoxy-5-methanesulfonyl-phenyl)-methanone), OC1=CC=C(C=C1)C(F)(F)F (4-hydroxybenzotrifluoride). The product is C(C)(C)OC1=C(C=C(C=C1)S(=O)(=O)C)C(=O)N1CC(CC1)OC1=CC=C(C=C1)C(F)(F)F (Rac-(2-Isopropoxy-5-methanesulfonyl-phenyl)-[3-(4-trifluoromethyl-phenoxy)-pyrrolidin-1-yl]-methanone). The yield is 28.0%. Reaction SMILES: [OH:1][CH:2]1[CH2:6][CH2:5][N:4]([C:7]([C:9]2[CH:14]=[C:13]([S:15]([CH3:18])(=[O:17])=[O:16])[CH:12]=[CH:11][C:10]=2[O:19][CH:20]([CH3:22])[CH3:21])=[O:8])[CH2:3]1.O[C:24]1[CH:29]=[CH:28][C:27]([C:30]([F:33])([F:32])[F:31])=[CH:26][CH:25]=1>>[CH:20]([O:19][C:10]1[CH:11]=[CH:12][C:13]([S:15]([CH3:18])(=[O:17])=[O:16])=[CH:14][C:9]=1[C:7]([N:4]1[CH2:5][CH2:6][CH:2]([O:1][C:24]2[CH:29]=[CH:28][C:27]([C:30]([F:33])([F:32])[F:31])=[CH:26][CH:25]=2)[CH2:3]1)=[O:8])([CH3:22])[CH3:21]. Reported procedure: Prepared in analogy to Example 4 from rac-(3-hydroxy-pyrrolidin-1-yl)-(2-isopropoxy-5-methanesulfonyl-phenyl)-methanone (Example 9(a)) and 4-hydroxybenzotrifluoride. The crude material was purified by reversed phase HPLC (acetonitrile/water) to yield the title compound as an amorphous white solid (yield 28%). MS (m/e): 472.4 (M+H+, 100%). Yields the product CCC(=CC(=O)c1ccccc1)NC(Cc1ccc(OCCc2nc(-c3ccccc3)oc2C)cc1)C(=O)O. Reaction SMILES: [F:28][C:29]([F:30])([F:31])[C:32]([OH:33])=[O:34].[NH2:1][CH:2]([C:3](=[O:4])[OH:5])[CH2:6][c:7]1[cH:8][cH:9][c:10]([O:13][CH2:14][CH2:15][c:16]2[n:17][c:18](-[c:22]3[cH:23][cH:24][cH:25][cH:26][cH:27]3)[o:19][c:20]2[CH3:21])[cH:11][cH:12]1.[c:35]1([C:41]([CH2:42][C:43]([CH2:44][CH3:45])=[O:46])=[O:47])[cH:36][cH:37][cH:38][cH:39][cH:40]1>>[NH:1]([CH:2]([C:3](=[O:4])[OH:5])[CH2:6][c:7]1[cH:8][cH:9][c:10]([O:13][CH2:14][CH2:15][c:16]2[n:17][c:18](-[c:22]3[cH:23][cH:24][cH:25][cH:26][cH:27]3)[o:19][c:20]2[CH3:21])[cH:11][cH:12]1)[C:43](=[CH:42][C:41]([c:35]1[cH:36][cH:37][cH:38][cH:39][cH:40]1)=[O:47])[CH2:44][CH3:45]. Starting materials: O=C(O)C(F)(F)F, Cc1oc(-c2ccccc2)nc1CCOc1ccc(CC(N)C(=O)O)cc1, CCC(=O)CC(=O)c1ccccc1. The reactants are [BH4-], COC(=O)c1ccc(OCc2c(-c3ccc(F)cc3)noc2C=O)nc1, CCOC(C)=O, CO, [Na+], O=C(O)CC(O)(CC(=O)O)C(=O)O. Yields the product COC(=O)c1ccc(OCc2c(-c3ccc(F)cc3)noc2CO)nc1. As a reaction SMILES: [BH4-:27].[CH3:1][O:2][C:3]([c:4]1[cH:5][n:6][c:7]([O:10][CH2:11][c:12]2[c:13](-[c:19]3[cH:20][cH:21][c:22]([F:25])[cH:23][cH:24]3)[n:14][o:15][c:16]2[CH:17]=[O:18])[cH:8][cH:9]1)=[O:26].[CH3:42][CH2:43][O:44][C:45](=[O:46])[CH3:47].[CH3:48][OH:49].[Na+:28].[OH:29][C:30]([CH2:31][C:32]([C:33](=[O:34])[OH:35])([CH2:36][C:37](=[O:38])[OH:39])[OH:40])=[O:41]>>[CH3:1][O:2][C:3]([c:4]1[cH:5][n:6][c:7]([O:10][CH2:11][c:12]2[c:13](-[c:19]3[cH:20][cH:21][c:22]([F:25])[cH:23][cH:24]3)[n:14][o:15][c:16]2[CH2:17][OH:18])[cH:8][cH:9]1)=[O:26].